From a dataset of the Open Reaction Database (ORD), a public repository of structured organic reaction records. describe an organic reaction: reactants, conditions, products, and yield Starting materials: ClCCl, O=C(OO)c1cccc(Cl)c1, c1ccc2c(c1)[nH]c1cccc(OCC3CO3)c12. The product is Oc1ccc2[nH]c3ccccc3c2c1OCC1CO1. Reaction SMILES: [CH2:30]([Cl:31])[Cl:32].[Cl:19][c:20]1[cH:21][cH:22][cH:23][c:24]([C:25]([O:26][OH:28])=[O:27])[cH:29]1.[O:1]1[CH:2]([CH2:4][O:5][c:6]2[cH:7][cH:8][cH:9][c:10]3[nH:11][c:12]4[cH:13][cH:14][cH:15][cH:16][c:17]4[c:18]23)[CH2:3]1>>[O:1]1[CH:2]([CH2:4][O:5][c:6]2[c:7]([OH:27])[cH:8][cH:9][c:10]3[nH:11][c:12]4[cH:13][cH:14][cH:15][cH:16][c:17]4[c:18]23)[CH2:3]1. The reactants are CNC(CN)=O (N-methylglycinamide), S=C1NC(SC1)=O (4-thioxo-1,3-thiazolidin-2-one). The solvent is C(C)O (ethanol). Conditions: time 4 hour. Product: CNC(CNC1=NC(SC1)=O)=O (N-methyl-N2-(2-oxo-2,5-dihydro-1,3-thiazol-4-yl)glycinamide). The yield is 87.2%. RXN SMILES: [CH3:1][NH:2][C:3](=[O:6])[CH2:4][NH2:5].S=[C:8]1[CH2:12][S:11][C:10](=[O:13])[NH:9]1>C(O)C>[CH3:1][NH:2][C:3](=[O:6])[CH2:4][NH:5][C:8]1[CH2:12][S:11][C:10](=[O:13])[N:9]=1. Procedure details: To a solution of N-methylglycinamide (4.06 g) in ethanol (22 mL) was added 4-thioxo-1,3-thiazolidin-2-one (5.11 g), and the mixture was stirred at room temperature for 4 hr. The precipitate was collected by filtration and washed with ethanol to give the title compound (6.26 g). The reactants are [Cl-].[Ce+3].[Cl-].[Cl-] (cerium chloride), [I-].[Na+] (sodium iodide), BrCC(=O)C1=CC=CC=C1 (bromoacetophenone), COC1=C(C=CC=C1)N1CCC(CC1)=O (N-(2′-methoxyphenyl)-4-piperidone). Solvent: O1CCCC1 (tetrahydrofuran), O1CCCC1 (tetrahydrofuran). Product: Cl.COC1=C(C=CC=C1)N1CCC(CC1)(O)CC(C1=CC=CC=C1)=O (N-(2′-methoxyphenyl)-4-benzoylmethyl-4-piperidinol hydrochloride). Isolated yield 34.5%. RXN SMILES: [Cl-:1].[Ce+3].[Cl-].[Cl-].[I-].[Na+].Br[CH2:8][C:9]([C:11]1[CH:16]=[CH:15][CH:14]=[CH:13][CH:12]=1)=[O:10].[CH3:17][O:18][C:19]1[CH:24]=[CH:23][CH:22]=[CH:21][C:20]=1[N:25]1[CH2:30][CH2:29][C:28](=[O:31])[CH2:27][CH2:26]1>O1CCCC1>[ClH:1].[CH3:17][O:18][C:19]1[CH:24]=[CH:23][CH:22]=[CH:21][C:20]=1[N:25]1[CH2:30][CH2:29][C:28]([CH2:8][C:9](=[O:10])[C:11]2[CH:16]=[CH:15][CH:14]=[CH:13][CH:12]=2)([OH:31])[CH2:27][CH2:26]1 |f:0.1.2.3,4.5,9.10|. Reported procedure: Anhydrous cerium chloride (0.99 g, 4.0 mmol) and sodium iodide (1.8 g, 12.0 mmol) are added to 10 ml of anhydrous tetrahydrofuran as a solvent to form a suspension. 0.80 g (4.0 mmol) of bromoacetophenone and 0.82 g (4.0 mmol) of N-(2′-methoxyphenyl)-4-piperidone are dissolved into 10 ml of anhydrous tetrahydrofuran, and the solution is added dropwise to the above suspension. Operating according to the post-treatment procedure in General Method three obtains 0.5 g of a white crystal, with yield o... Reactants: Cl (Hydrogen chloride), C(C)(C)(C)OC(=O)N1CCN(CC1)C(=O)[C@H]1C[C@@H](N(CC1)S(=O)(=O)C1=CC=C(C=C1)OC)C(NO)=O ((2R,4R)-4-[2-hydroxycarbamoyl-1-(4-methoxy-benzenesulfonyl)-piperidine-4-carbonyl]-piperazine-1-carboxylic acid tert-butyl ester). The product is Cl.ONC(=O)[C@@H]1N(CC[C@H](C1)C(=O)N1CCNCC1)S(=O)(=O)C1=CC=C(C=C1)OC ((2R, 4R)-1-(4-methoxy-benzenesulfonyl)-4-(piperazine-1-carbonyl)-piperidine-2-carboxylic acid hydroxyamide hydrochloride). As a reaction SMILES: [ClH:1].C(OC([N:9]1[CH2:14][CH2:13][N:12]([C:15]([C@@H:17]2[CH2:22][CH2:21][N:20]([S:23]([C:26]3[CH:31]=[CH:30][C:29]([O:32][CH3:33])=[CH:28][CH:27]=3)(=[O:25])=[O:24])[C@@H:19]([C:34](=[O:37])[NH:35][OH:36])[CH2:18]2)=[O:16])[CH2:11][CH2:10]1)=O)(C)(C)C>>[ClH:1].[OH:36][NH:35][C:34]([C@H:19]1[CH2:18][C@H:17]([C:15]([N:12]2[CH2:13][CH2:14][NH:9][CH2:10][CH2:11]2)=[O:16])[CH2:22][CH2:21][N:20]1[S:23]([C:26]1[CH:27]=[CH:28][C:29]([O:32][CH3:33])=[CH:30][CH:31]=1)(=[O:25])=[O:24])=[O:37] |f:2.3|. Reported procedure: Hydrogen chloride gas was bubbled through a cold (0° C.) solution of (2R,4R)-4-[2-hydroxycarbamoyl-1-(4-methoxy-benzenesulfonyl)-piperidine-4-carbonyl]-piperazine-1-carboxylic acid tert-butyl ester (420 mg, 0.8 mmol) for 10 minutes. After an additional 20 minutes the mixture was concentrated to provide (2R, 4R)-1-(4-methoxy-benzenesulfonyl)-4-(piperazine-1-carbonyl)-piperidine-2-carboxylic acid hydroxyamide hydrochloride as a colorless solid: Mass spectrum (atmospheric pressure chemical ionizati...